From a dataset of the Open Reaction Database (ORD), a public repository of structured organic reaction records. describe an organic reaction: reactants, conditions, products, and yield The reactants are [Na] (sodium), FC1=CC=C(C=C1)C1=C2C=CN(C2=CC(=C1)C(=O)O)C (4-(4-fluorophenyl)-1-methyl-1H-indole-6-carboxylic acid), hydrochloride salt, [O-][N+]1=CC(=CC=C1C(F)(F)F)[C@@H](C)N ((1R)-1-[1-oxido-6-(trifluoromethyl)pyridin-3-yl]ethanamine), CN1CCOCC1 (N-methylmorpholine), Cl.CN(CCCN=C=NCC)C (1-(3-dimethylaminopropyl)-3-ethylcarbodiimide hydrochloride), ON1N=NC2=C1N=CC=C2 (1-hydroxy-7-azabenzotriazole). Run in CN(C=O)C (N,N-dimethylformamide). Reaction conditions: time 18 hour. The product is FC1=CC=C(C=C1)C1=C2C=CN(C2=CC(=C1)C(=O)N[C@H](C)C=1C=[N+](C(=CC1)C(F)(F)F)[O-])C (4-(4-Fluorophenyl)-1-methyl-N-{(1R) 1-[1-oxido-6-(trifluoromethyl)pyridin-3-yl]ethyl}-1H-indole-6-carboxamide). Isolated yield 86.3%. RXN SMILES: [Na].[F:2][C:3]1[CH:8]=[CH:7][C:6]([C:9]2[CH:17]=[C:16]([C:18](O)=[O:19])[CH:15]=[C:14]3[C:10]=2[CH:11]=[CH:12][N:13]3[CH3:21])=[CH:5][CH:4]=1.[O-:22][N+:23]1[C:28]([C:29]([F:32])([F:31])[F:30])=[CH:27][CH:26]=[C:25]([C@H:33]([NH2:35])[CH3:34])[CH:24]=1.CN1CCOCC1.Cl.CN(C)CCCN=C=NCC.ON1C2N=CC=CC=2N=N1>CN(C)C=O>[F:2][C:3]1[CH:8]=[CH:7][C:6]([C:9]2[CH:17]=[C:16]([C:18]([NH:35][C@@H:33]([C:25]3[CH:24]=[N+:23]([O-:22])[C:28]([C:29]([F:30])([F:31])[F:32])=[CH:27][CH:26]=3)[CH3:34])=[O:19])[CH:15]=[C:14]3[C:10]=2[CH:11]=[CH:12][N:13]3[CH3:21])=[CH:5][CH:4]=1 |f:4.5,^1:0|. Procedure: To a solution of sodium salt of 4-(4-fluorophenyl)-1-methyl-1H-indole-6-carboxylic acid (25.0 mg, 56.0 μmol), hydrochloride salt of (1R)-1-[1-oxido-6-(trifluoromethyl)pyridin-3-yl]ethanamine (16.4 mg, 67.0 μmol) and N-methylmorpholine (30.9 μL, 0.28 mmol) in N,N-dimethylformamide (0.56 mL) were added 1-(3-dimethylaminopropyl)-3-ethylcarbodiimide hydrochloride (18.9 mg, 98.0 μmol), 1-hydroxy-7-azabenzotriazole (3.8 mg, 28.1 μmol). The mixture was stirred at ambient temperature. After 18 h, the mi... Starting materials: ClC1=CC=C(C=C1)C(NC1=CC=C(C=C1)S(=O)(=O)C)=N (4-chloro-N-[4-(methylsulfonyl)phenyl]benzenecarboximidamide), C([O-])(O)=O.[Na+] (sodium bicarbonate), BrCC(COC)=O (1-bromo-3-methoxy-2-propanone). Solvent: CC(=O)C (acetone). The product is CS(=O)(=O)C1=CC=C(C=C1)N1C=NCC1 (1-[4-(methylsulfonyl)phenyl]-4,5-dihydro-1H-imidazole). RXN SMILES: ClC1C=CC([C:8](=[NH:20])[NH:9][C:10]2[CH:15]=[CH:14][C:13]([S:16]([CH3:19])(=[O:18])=[O:17])=[CH:12][CH:11]=2)=CC=1.C(=O)(O)[O-].[Na+].Br[CH2:27][C:28](=O)COC>CC(C)=O>[CH3:19][S:16]([C:13]1[CH:12]=[CH:11][C:10]([N:9]2[CH2:28][CH2:27][N:20]=[CH:8]2)=[CH:15][CH:14]=1)(=[O:17])=[O:18] |f:1.2|. Procedure: To a mixture of 4-chloro-N-[4-(methylsulfonyl)phenyl]benzenecarboximidamide (Example 1, Step 1) (1 mmol) and sodium bicarbonate (2 mmol) in acetone (20 mL), 1-bromo-3-methoxy-2-propanone from Step 1 (1.5 mmol) is added. After heating to reflux for 24 hours, the reaction mixture is filtered, washed with acetone and concentrated in vacuo. The crude product is chromatographed (silica gel, toluene/ethyl acetate) to give 2-(4-chlorophenyl)-4-hydroxy-4-[methoxy)methyl]-1-[4-(methylsulfonyl)phenyl]-4,5... Reactants: C1COCCO1, CO, CCOC(=O)c1cn(C2CC2F)c2c(C)c(F)c(F)c([N+](=O)[O-])c2c1=O. Product: CCOC(=O)c1cn(C2CC2F)c2c(C)c(F)c(F)c(N)c2c1=O. As a reaction SMILES: [CH2:29]1[O:30][CH2:31][CH2:32][O:33][CH2:34]1.[CH3:27][OH:28].[F:1][c:2]1[c:3]([N+:24]([O-:25])=[O:26])[c:4]2[c:5](=[O:23])[c:6]([C:18](=[O:19])[O:20][CH2:21][CH3:22])[cH:7][n:8]([CH:14]3[CH:15]([F:17])[CH2:16]3)[c:9]2[c:10]([CH3:13])[c:11]1[F:12]>>[F:1][c:2]1[c:3]([NH2:24])[c:4]2[c:5](=[O:23])[c:6]([C:18](=[O:19])[O:20][CH2:21][CH3:22])[cH:7][n:8]([CH:14]3[CH:15]([F:17])[CH2:16]3)[c:9]2[c:10]([CH3:13])[c:11]1[F:12]. The reactants are ClC1=C(C(=CC(=C1)Cl)Cl)N1NC(=C(C1=O)Br)NC(C1=CC(=CC=C1)NC(COC1=C(C=C(C=C1)C(C)(C)CC)C(C)(C)CC)=O)=O (1-(2,4,6-trichlorophenyl)-3-{3-[(2,4-di-tert-amylphenoxy)acetamido]benzamido]-4-bromo-5-pyrazolone), CCC1=C(C=CN=C1)C (β-collidine). Run in C(C)O (ethanol). The product is ClC1=C(C(=CC(=C1)Cl)Cl)N1N=C([C-](C1=O)[N+]1=CC(=C(C=C1)C)CC)NC(C1=CC(=CC=C1)NC(COC1=C(C=C(C=C1)C(C)(C)CC)C(C)(C)CC)=O)=O (1-(2,4,6-Trichlorophenyl)-3-{3-[(2,4-di-tert-amylphenoxy)acetamido]benzamido}-4-(3-ethyl-4-methyl-1-pyridinio)-5-oxo-2-pyrazolin-4-ide). The yield is 94.9%. RXN SMILES: [Cl:1][C:2]1[CH:7]=[C:6]([Cl:8])[CH:5]=[C:4]([Cl:9])[C:3]=1[N:10]1[C:14](=[O:15])[C:13](Br)=[C:12]([NH:17][C:18](=[O:46])[C:19]2[CH:24]=[CH:23][CH:22]=[C:21]([NH:25][C:26](=[O:45])[CH2:27][O:28][C:29]3[CH:34]=[CH:33][C:32]([C:35]([CH2:38][CH3:39])([CH3:37])[CH3:36])=[CH:31][C:30]=3[C:40]([CH2:43][CH3:44])([CH3:42])[CH3:41])[CH:20]=2)[NH:11]1.[CH3:47][CH2:48][C:49]1[CH:54]=[N:53][CH:52]=[CH:51][C:50]=1[CH3:55]>C(O)C>[Cl:1][C:2]1[CH:7]=[C:6]([Cl:8])[CH:5]=[C:4]([Cl:9])[C:3]=1[N:10]1[C:14](=[O:15])[C-:13]([N+:53]2[CH:52]=[CH:51][C:50]([CH3:55])=[C:49]([CH2:48][CH3:47])[CH:54]=2)[C:12]([NH:17][C:18](=[O:46])[C:19]2[CH:24]=[CH:23][CH:22]=[C:21]([NH:25][C:26](=[O:45])[CH2:27][O:28][C:29]3[CH:34]=[CH:33][C:32]([C:35]([CH2:38][CH3:39])([CH3:37])[CH3:36])=[CH:31][C:30]=3[C:40]([CH2:43][CH3:44])([CH3:42])[CH3:41])[CH:20]=2)=[N:11]1. Procedure: 10 g Of 1-(2,4,6-trichlorophenyl)-3-{3-[(2,4-di-tert-amylphenoxy)acetamido]benzamido]-4-bromo-5-pyrazolone and 6.4 g of β-collidine were refluxed in 100 ml of ethanol for 5 hours. After cooling, the resulting crystals were washed with water and dried, and recrystallized from ethanol to give 10 g of Compound 3 having a melting point of 162° to 165°C. Starting materials: CCN(CC)Cc1ccc(N)cc1, CO, O=C(O)C#Cc1ccc(C(F)(F)F)cc1Cl, ClCCl. Yields the product CCN(CC)Cc1ccc(NC(=O)C#Cc2ccc(C(F)(F)F)cc2Cl)cc1. As a reaction SMILES: [CH2:1]([CH3:2])[N:3]([CH2:4][CH3:5])[CH2:6][c:7]1[cH:8][cH:9][c:10]([NH2:13])[cH:11][cH:12]1.[CH3:30][OH:31].[Cl:14][c:15]1[c:16]([C:25]#[C:26][C:27](=[O:28])[OH:29])[cH:17][cH:18][c:19]([C:21]([F:22])([F:23])[F:24])[cH:20]1.[Cl:32][CH2:33][Cl:34]>>[CH2:1]([CH3:2])[N:3]([CH2:4][CH3:5])[CH2:6][c:7]1[cH:8][cH:9][c:10]([NH:13][C:27]([C:26]#[C:25][c:16]2[c:15]([Cl:14])[cH:20][c:19]([C:21]([F:22])([F:23])[F:24])[cH:18][cH:17]2)=[O:28])[cH:11][cH:12]1. Starting materials: NC[C@@H](C(=O)O)NS(=O)(=O)C1=CC=CC2=CC=CC=C12 ((2S)-3-amino-2-(naphthalene-1-sulfonylamino)propionic acid), Cl (hydrogen chloride), C(C)O (ethanol). Run at temperature 35 celsius. Product: Cl.NC[C@@H](C(=O)OCC)NS(=O)(=O)C1=CC=CC2=CC=CC=C12 (Ethyl (2S)-3-amino-2-(naphthalene-1-sulfonylamino)propionate Hydrochloride). Reaction SMILES: [NH2:1][CH2:2][C@H:3]([NH:7][S:8]([C:11]1[C:20]2[C:15](=[CH:16][CH:17]=[CH:18][CH:19]=2)[CH:14]=[CH:13][CH:12]=1)(=[O:10])=[O:9])[C:4]([OH:6])=[O:5].[ClH:21].[CH2:22](O)[CH3:23]>>[ClH:21].[NH2:1][CH2:2][C@H:3]([NH:7][S:8]([C:11]1[C:20]2[C:15](=[CH:16][CH:17]=[CH:18][CH:19]=2)[CH:14]=[CH:13][CH:12]=1)(=[O:10])=[O:9])[C:4]([O:6][CH2:22][CH3:23])=[O:5] |f:3.4|. Procedure details: 147.2 g (0.5 mol) of (2S)-3-amino-2-(naphthalene-1-sulfonylamino)propionic acid were suspended in 1 l of ethanol and hydrogen chloride gas was introduced into the mixture for about 2 h whereupon the temperature increased to about 35° C. and a clear solution was obtained. Then the mixture was evaporated in vacuo in a rotary evaporator. The residue was dissolved in hot ethanol and diisopropyl ether was added until precipitation of the product started. The product was allowed to crystallize overnig... Yields the product C[Si](C)(C)CCCP(C1=CC=CC=C1)C1=CC=CC=C1 (Trimethylsilylpropyl Diphenyl Phosphine). The yield is 50.0%. Reaction SMILES: [CH2:1]([Si:4]([CH3:7])([CH3:6])[CH3:5])[CH:2]=[CH2:3].[C:8]1([PH:14][C:15]2[CH:20]=[CH:19][CH:18]=[CH:17][CH:16]=2)[CH:13]=[CH:12][CH:11]=[CH:10][CH:9]=1>>[CH3:5][Si:4]([CH2:1][CH2:2][CH2:3][P:14]([C:15]1[CH:16]=[CH:17][CH:18]=[CH:19][CH:20]=1)[C:8]1[CH:13]=[CH:12][CH:11]=[CH:10][CH:9]=1)([CH3:7])[CH3:6]. Procedure details: A mixture of 22.8 g (0.2 mole) allyl trimethyl silane and 37.2 g (0.2 mole) diphenyl phosphine was reacted for 158 hours in the manner described in Example 1. A subsequent fractional distillation, yielded the desired pure adduct as a clear, colorless liquid. The distillation yield was 50%. The product had a boiling point of 150° C. at 0.10 mm. Reactants: C(C=C)[Si](C)(C)C (allyl trimethyl silane), C1(=CC=CC=C1)PC1=CC=CC=C1 (diphenyl phosphine).